The task is: describe an organic reaction: reactants, conditions, products, and yield. This data is from the Open Reaction Database (ORD), a public repository of structured organic reaction records. Reactants: Brc1cccc2[nH]c3ncccc3c12, [K+], [K+], O=C([O-])[O-], C1COCCO1, OB(O)c1ccccc1. Yields the product c1ccc(-c2cccc3[nH]c4ncccc4c23)cc1. As a reaction SMILES: [Br:1][c:2]1[c:3]2[c:4]3[c:5]([nH:6][c:7]2[cH:8][cH:9][cH:10]1)[n:11][cH:12][cH:13][cH:14]3.[K+:24].[K+:25].[O-:26][C:27]([O-:28])=[O:29].[O:30]1[CH2:31][CH2:32][O:33][CH2:34][CH2:35]1.[OH:15][B:16]([OH:17])[c:18]1[cH:19][cH:20][cH:21][cH:22][cH:23]1>>[c:2]1(-[c:18]2[cH:19][cH:20][cH:21][cH:22][cH:23]2)[c:3]2[c:4]3[c:5]([nH:6][c:7]2[cH:8][cH:9][cH:10]1)[n:11][cH:12][cH:13][cH:14]3. Starting materials: O=C1CCC(=O)N1Br, O=C(OOC(=O)c1ccccc1)c1ccccc1, ClC(Cl)(Cl)Cl, Cc1cc([N+](=O)[O-])c(Cl)cc1Cl. Yields the product O=[N+]([O-])c1cc(CBr)c(Cl)cc1Cl. As a reaction SMILES: [Br:13][N:14]1[C:15](=[O:16])[CH2:17][CH2:18][C:19]1=[O:20].[C:21]([O:22][O:23][C:24](=[O:25])[c:26]1[cH:27][cH:28][cH:29][cH:30][cH:31]1)(=[O:32])[c:33]1[cH:34][cH:35][cH:36][cH:37][cH:38]1.[C:39]([Cl:40])([Cl:41])([Cl:42])[Cl:43].[Cl:1][c:2]1[c:3]([CH3:12])[cH:4][c:5]([N+:9](=[O:10])[O-:11])[c:6]([Cl:8])[cH:7]1>>[Cl:1][c:2]1[c:3]([CH2:12][Br:13])[cH:4][c:5]([N+:9](=[O:10])[O-:11])[c:6]([Cl:8])[cH:7]1. The reactants are [N+](=O)([O-])C=1C=CC2=C(NC(=N2)S)C1 (6-nitro-1H-benzimidazole-2-thiol), BrBr (bromine). Run in CO (methanol), Br (hydrogen bromide). Run at temperature 7.5 celsius, time 1.5 hour. Yields the product BrC1=NC2=C(N1)C=C(C=C2)[N+](=O)[O-] (2-Bromo-6-nitro-1H-benzimidazole). The yield is 77.8%. Reaction SMILES: [N+:1]([C:4]1[CH:5]=[CH:6][C:7]2[N:11]=[C:10](S)[NH:9][C:8]=2[CH:13]=1)([O-:3])=[O:2].[Br:14]Br>CO.Br>[Br:14][C:10]1[NH:9][C:8]2[CH:13]=[C:4]([N+:1]([O-:3])=[O:2])[CH:5]=[CH:6][C:7]=2[N:11]=1. Procedure details: A suspension of 5.0 g (25.61 mmol) of 6-nitro-1H-benzimidazole-2-thiol in 30 ml of methanol and 10 ml of hydrogen bromide (48% in water) was cooled to 5-10° C. and admixed with 5.7 ml (111 mmol) of bromine. Subsequently, the mixture was stirred at 5-10° C. for 1.5 hours and poured onto ice-water. The red precipitate was filtered off with suction, washed with water and dried at 40° C. under reduced pressure. 4.82 g (78%) of the desired product were obtained. Starting materials: CN1C(N(C2=C1C=C1CCCC(C1=C2)=O)C)=O (1,3-dimethyl-3,6,7,8-tetrahydro-1H-naphtho[2,3-d]imidazole-2,5-dione), O (water), O1CCCC1 (tetrahydrofuran), C(C)(=O)O (acetic acid), [H-].[Na+] (sodium hydride). Product: CN1C(N(C2=C1C=C1CCC(C(C1=C2)=O)C(=O)OCC)C)=O (Ethyl (±)-1,3-dimethyl-2,5-dioxo-2,3,5,6,7,8-hexahydro-1H-naphtho[2,3-d]imidazole-6-carboxylate). RXN SMILES: [CH3:1][N:2]1[C:6]2[CH:7]=[C:8]3[C:13](=[CH:14][C:5]=2[N:4]([CH3:16])[C:3]1=[O:17])[C:12](=[O:15])[CH2:11][CH2:10][CH2:9]3.[C:18]([OH:21])(=[O:20])C.[H-].[Na+].O.O1CC[CH2:27][CH2:26]1>>[CH3:1][N:2]1[C:6]2[CH:7]=[C:8]3[C:13](=[CH:14][C:5]=2[N:4]([CH3:16])[C:3]1=[O:17])[C:12](=[O:15])[CH:11]([C:18]([O:21][CH2:26][CH3:27])=[O:20])[CH2:10][CH2:9]3 |f:2.3|. Procedure: 60% Oily sodium hydride (6 g) was washed with n-hexane (2×30 ml), and the solvent was removed by decantation. Tetrahydrofuran (200 ml) and subsequently diethyl carbonate (9.8 g) were added thereto, and the mixture was refluxed gently. To the suspension was added dropwise a solution of 1,3-dimethyl-3,6,7,8-tetrahydro-1H-naphtho[2,3-d]imidazole-2,5-dione (10 g, 43.4 mmol) obtained in Reference Example 137 in hot tetrahydrofuran while maintaining refluxing. The mixture was refluxed for 18 hours, an... Reactants: BrC=1SC2=C(N=C(N=C2NC(CO)(C)C)SCC2=CC=CC=C2)N1 (2-[[2-Bromo-5-[(phenylmethyl)thio]thiazolo[4,5-d]pyrimidin-7-yl]amino]-2-methyl-1-propanol), [OH-].[K+] (potassium hydroxide), CO (methanol), Cl (hydrochloric acid). Reaction conditions: time 30 minute. Product: COC=1SC2=C(N=C(N=C2NC(CO)(C)C)SCC2=CC=CC=C2)N1 (2-[[2-Methoxy-5-[(phenylmethyl)thio]thiazolo[4,5-d]pyrimidin-7-yl]amino]-2-methyl-1-propanol). Reaction SMILES: Br[C:2]1[S:3][C:4]2[C:9]([NH:10][C:11]([CH3:15])([CH3:14])[CH2:12][OH:13])=[N:8][C:7]([S:16][CH2:17][C:18]3[CH:23]=[CH:22][CH:21]=[CH:20][CH:19]=3)=[N:6][C:5]=2[N:24]=1.[OH-:25].[K+].Cl.[CH3:28]O>>[CH3:28][O:25][C:2]1[S:3][C:4]2[C:9]([NH:10][C:11]([CH3:15])([CH3:14])[CH2:12][OH:13])=[N:8][C:7]([S:16][CH2:17][C:18]3[CH:23]=[CH:22][CH:21]=[CH:20][CH:19]=3)=[N:6][C:5]=2[N:24]=1 |f:1.2|. Procedure details: To a solution of the product from example 1 step e) (0.36 g) in methanol (5 ml) was added potassium hydroxide (0.095 g) and the mixture stirred for 30 mins. The mixture was neutralised with concentrated hydrochloric acid then evaporated to dryness and purified (SiO2, ethyl acetate:dichloromethane 1:9 as eluant) to give the subtitle compound as a colourless solid (0.245 g).